This data is from the Open Reaction Database (ORD), a public repository of structured organic reaction records. The task is: describe an organic reaction: reactants, conditions, products, and yield Reactants: CCS(=O)(=O)c1ccc(CBr)c(C(F)(F)F)c1, COC(=O)Cc1c(C)[nH]c2ncccc12, CN(C)C=O. The product is CCS(=O)(=O)c1ccc(Cn2c(C)c(CC(=O)OC)c3cccnc32)c(C(F)(F)F)c1. RXN SMILES: [Br:16][CH2:17][c:18]1[c:19]([C:29]([F:30])([F:31])[F:32])[cH:20][c:21]([S:24](=[O:25])(=[O:26])[CH2:27][CH3:28])[cH:22][cH:23]1.[CH3:1][O:2][C:3]([CH2:4][c:5]1[c:6]([CH3:14])[nH:7][c:8]2[n:9][cH:10][cH:11][cH:12][c:13]12)=[O:15].[O:33]=[CH:34][N:35]([CH3:36])[CH3:37]>>[CH3:1][O:2][C:3]([CH2:4][c:5]1[c:6]([CH3:14])[n:7]([CH2:17][c:18]2[c:19]([C:29]([F:30])([F:31])[F:32])[cH:20][c:21]([S:24](=[O:25])(=[O:26])[CH2:27][CH3:28])[cH:22][cH:23]2)[c:8]2[n:9][cH:10][cH:11][cH:12][c:13]12)=[O:15]. The reactants are C(C1=CC=CC=C1)N(C1CC2=C(CCC1)C=CC(=C2)O)C(=O)OC(C)(C)C (N-benzyl-N-(3-hydroxy-6,7,8,9-tetrahydro-5H-benzocyclohepten-6-yl)-tert-butoxycarbonylamine), BrCC(=O)OCC (ethyl bromoacetate), C(O)([O-])=O.[Na+] (sodium hydrogencarbonate), [H-].[Na+] (sodium hydride). Reagents/catalysts: [Br-].C(CCC)[N+](CCCC)(CCCC)CCCC (tetra-n-butylammonium bromide). The solvent is CN(C=O)C (N,N-dimethylformamide), CN(C=O)C (N,N-dimethylformamide). Run at time 30 minute. Yields the product C(C)OC(COC=1C=CC2=C(CC(CCC2)N(C(=O)OC(C)(C)C)CC2=CC=CC=C2)C1)=O (2-[8-(N-benzyl-N-tert-butoxycarbonylamino)-6,7,8,9-tetrahydro-5H-benzocyclohepten-2-yloxy]acetic acid ethyl ester). Reaction SMILES: [H-].[Na+].[CH2:3]([N:10]([C:23]([O:25][C:26]([CH3:29])([CH3:28])[CH3:27])=[O:24])[CH:11]1[CH2:17][CH2:16][CH2:15][C:14]2[CH:18]=[CH:19][C:20]([OH:22])=[CH:21][C:13]=2[CH2:12]1)[C:4]1[CH:9]=[CH:8][CH:7]=[CH:6][CH:5]=1.Br[CH2:31][C:32]([O:34][CH2:35][CH3:36])=[O:33].C(=O)([O-])O.[Na+]>CN(C)C=O.[Br-].C([N+](CCCC)(CCCC)CCCC)CCC>[CH2:35]([O:34][C:32](=[O:33])[CH2:31][O:22][C:20]1[CH:19]=[CH:18][C:14]2[CH2:15][CH2:16][CH2:17][CH:11]([N:10]([CH2:3][C:4]3[CH:5]=[CH:6][CH:7]=[CH:8][CH:9]=3)[C:23]([O:25][C:26]([CH3:29])([CH3:28])[CH3:27])=[O:24])[CH2:12][C:13]=2[CH:21]=1)[CH3:36] |f:0.1,4.5,7.8|. Reported procedure: Under nitrogen, to a suspension of sodium hydride (60% in oil, 300 mg) in N,N-dimethylformamide (20 ml) was added N-benzyl-N-(3-hydroxy-6,7,8,9-tetrahydro-5H-benzocyclohepten-6-yl)-tert-butoxycarbonylamine (2.5 g) in N,N-dimethylformamide (25 ml) at 5° C. After being stirred at room temperature for 30 minutes, to this one were added ethyl bromoacetate (0.75 ml) and tetra-n-butylammonium bromide (1.1 g) at 5° C., and the mixture was stirred at room temperature for 32 hours. The resulting mixture ... Reported procedure: Using 4-ethoxycarbonyl-6-(4-methoxyphenyl)-2H-pyridazin-3-one and ethyl bromoacetate as starting materials, the procedures of Example 1 were repeated likewise, whereby the title compound was obtained in a yield of 84.5%. The product is C(C)OC(=O)C=1C(N(N=C(C1)C1=CC=C(C=C1)OC)CC(=O)OCC)=O (4-Ethoxycarbonyl-2-ethoxycarbonylmethyl-6-(4-methoxyphenyl)-2H-pyridazin-3-one). RXN SMILES: [CH2:1]([O:3][C:4]([C:6]1[C:7](=[O:20])[NH:8][N:9]=[C:10]([C:12]2[CH:17]=[CH:16][C:15]([O:18][CH3:19])=[CH:14][CH:13]=2)[CH:11]=1)=[O:5])[CH3:2].Br[CH2:22][C:23]([O:25][CH2:26][CH3:27])=[O:24]>>[CH2:1]([O:3][C:4]([C:6]1[C:7](=[O:20])[N:8]([CH2:22][C:23]([O:25][CH2:26][CH3:27])=[O:24])[N:9]=[C:10]([C:12]2[CH:13]=[CH:14][C:15]([O:18][CH3:19])=[CH:16][CH:17]=2)[CH:11]=1)=[O:5])[CH3:2]. Starting materials: C(C)OC(=O)C=1C(NN=C(C1)C1=CC=C(C=C1)OC)=O (4-ethoxycarbonyl-6-(4-methoxyphenyl)-2H-pyridazin-3-one), BrCC(=O)OCC (ethyl bromoacetate). Isolated yield 84.5%. The reactants are CC(C)([O-])C.[K+] (potassium t-butoxide), C12(CC3CC(CC(C1)C3)C2)CO (adamantan-1-ylmethanol), ClC=1C(=CC(=C(C(=O)NS(=O)(=O)C)C1)F)F (5-chloro-2,4-difluoro-N-(methylsulfonyl)benzamide). The solvent is CS(=O)C (dimethyl sulfoxide). Conditions: time 30 minute. Yields the product C12(CC3CC(CC(C1)C3)C2)COC2=CC(=C(C(=O)NS(=O)(=O)C)C=C2Cl)F (4-(adamantan-1-ylmethoxy)-5-chloro-2-fluoro-N-(methylsulfonyl)benzamide). Isolated yield 46.9%. As a reaction SMILES: [C:1]12([CH2:11][OH:12])[CH2:10][CH:5]3[CH2:6][CH:7]([CH2:9][CH:3]([CH2:4]3)[CH2:2]1)[CH2:8]2.CC(C)([O-])C.[K+].[Cl:19][C:20]1[C:21](F)=[CH:22][C:23]([F:33])=[C:24]([CH:32]=1)[C:25]([NH:27][S:28]([CH3:31])(=[O:30])=[O:29])=[O:26]>CS(C)=O>[C:1]12([CH2:11][O:12][C:21]3[C:20]([Cl:19])=[CH:32][C:24]([C:25]([NH:27][S:28]([CH3:31])(=[O:30])=[O:29])=[O:26])=[C:23]([F:33])[CH:22]=3)[CH2:8][CH:7]3[CH2:6][CH:5]([CH2:4][CH:3]([CH2:9]3)[CH2:2]1)[CH2:10]2 |f:1.2|. Procedure details: To a mixture of adamantan-1-ylmethanol (1.00 g, 6.0 mmol) in anhydrous dimethyl sulfoxide (40 mL) was added potassium t-butoxide (1.68 g, 15.0 mmol) at room temperature. The resulting mixture was stirred at room temperature for 30 min followed by the addition of 5-chloro-2,4-difluoro-N-(methylsulfonyl)benzamide (1.62 g, 6.0 mmol). The reaction mixture was stirred at room temperature for 16 h. The mixture was cooled to 0° C. and quenched with hydrochloride acid (1N, 30 mL) followed by extraction ... As a reaction SMILES: [C:1]([O:9][C:10]([C:14]([F:17])([F:16])[F:15])=[C:11]([F:13])[F:12])(=[O:8])[C:2]1[CH:7]=[CH:6][CH:5]=[CH:4][CH:3]=1.[S:18]([O-:21])([OH:20])=[O:19].[Na+:22].C(OOC(=O)C1C=CC=CC=1)(=O)C1C=CC=CC=1.C1(C)C=CC=CC=1>O>[F:13][C:11]([F:12])([S:18]([O-:21])(=[O:20])=[O:19])[CH:10]([O:9][C:1](=[O:8])[C:2]1[CH:3]=[CH:4][CH:5]=[CH:6][CH:7]=1)[C:14]([F:16])([F:15])[F:17].[Na+:22] |f:1.2,6.7|. Conditions: time 65 hour. Yield: 43.0%. The reactants are C(C1=CC=CC=C1)(=O)OC(=C(F)F)C(F)(F)F (1,1,3,3,3-pentafluoropropen-2-yl benzoate), C1(=CC=CC=C1)C (toluene), S(=O)(O)[O-].[Na+] (sodium hydrogen sulfite), C(C1=CC=CC=C1)(=O)OOC(C1=CC=CC=C1)=O (benzoyl peroxide). Product: FC(C(C(F)(F)F)OC(C1=CC=CC=C1)=O)(S(=O)(=O)[O-])F.[Na+] (sodium 1,1,3,3,3-pentafluoro-2-benzoyloxypropane-1-sulfonate). Procedure details: 10.0 g of 1,1,3,3,3-pentafluoropropen-2-yl benzoate which had been synthesized by a conventional technique, was dispersed in 72 g of water, after which 12.0 g of sodium hydrogen sulfite and 1.24 g of benzoyl peroxide were added. Reaction occurred at 85° C. for 65 hours. The reaction solution was allowed to cool, after which toluene was added, followed by separatory operation to separate a water layer. A saturated sodium chloride aqueous solution was added to the water layer whereupon white cryst... The solvent is O (water). Reactants: OCCCCCCCCCCBr, C#CC=CCC, [Cl-], [Li], [NH2-], N, [NH4+], C1CCC(OC2CCCCO2)OC1, C1CCOC1. Yields the product CCC=CC#CCCCCCCCCCCO, C1CCC(OC2CCCCO2)OC1. As a reaction SMILES: [Br:23][CH2:24][CH2:25][CH2:26][CH2:27][CH2:28][CH2:29][CH2:30][CH2:31][CH2:32][CH2:33][OH:34].[CH:4]#[C:5][CH:6]=[CH:7][CH2:8][CH3:9].[Cl-:35].[Li:2].[NH2-:3].[NH3:1].[NH4+:36].[O:10]1[CH:11]([O:16][CH:17]2[O:18][CH2:19][CH2:20][CH2:21][CH2:22]2)[CH2:12][CH2:13][CH2:14][CH2:15]1.[O:37]1[CH2:38][CH2:39][CH2:40][CH2:41]1>>[C:4](#[C:5][CH:6]=[CH:7][CH2:8][CH3:9])[CH2:24][CH2:25][CH2:26][CH2:27][CH2:28][CH2:29][CH2:30][CH2:31][CH2:32][CH2:33][OH:34].[O:10]1[CH:11]([O:16][CH:17]2[O:18][CH2:19][CH2:20][CH2:21][CH2:22]2)[CH2:12][CH2:13][CH2:14][CH2:15]1. Product: C(C)(C)(C)OC(=O)N1C[C@@](CC1)(CCOS(=O)(=O)C)C1=CC(=C(C=C1)Cl)Cl ((S)-1-(t-butoxycarbonyl)-3-(3,4-dichlorophenyl)-3-(2-methanesulfonyloxyethyl)pyrrolidine). Procedure details: Combine (S)-1-(t-butoxycarbonyl)-3-(3,4-dichlorophenyl)-3-(2-hydroxyethyl)pyrrolidine (17 g, 47.0 mmol), N,N-diisopropylethylamine (20 mL), and dichloromethane (300 mL). Cool the reaction mixture in an ice bath. Add dropwise methanesulfonyl chloride (4.8 mL). After 30 minutes add additional methanesulfonyl chloride (0.9 mL). After 2 hours, extract the reaction mixture with saturated aqueous sodium bicarbonate solution and then three times with water. Dry the organic layer over MgSO4, filter, and... Conditions: time 2 hour. Solvent: C(C)(=O)OCC.CCCCCC (ethyl acetate hexane), C(C)(=O)OCC.CCCCCC (ethyl acetate hexane), C(C)(=O)OCC.CCCCCC (ethyl acetate hexane), C(C)(=O)OCC (ethyl acetate). Reaction SMILES: [C:1]([O:5][C:6]([N:8]1[CH2:12][CH2:11][C@@:10]([C:16]2[CH:21]=[CH:20][C:19]([Cl:22])=[C:18]([Cl:23])[CH:17]=2)([CH2:13][CH2:14][OH:15])[CH2:9]1)=[O:7])([CH3:4])([CH3:3])[CH3:2].C(N(CC)C(C)C)(C)C.ClCCl.[CH3:36][S:37](Cl)(=[O:39])=[O:38]>C(OCC)(=O)C.C(OCC)(=O)C.CCCCCC>[C:1]([O:5][C:6]([N:8]1[CH2:12][CH2:11][C@@:10]([C:16]2[CH:21]=[CH:20][C:19]([Cl:22])=[C:18]([Cl:23])[CH:17]=2)([CH2:13][CH2:14][O:15][S:37]([CH3:36])(=[O:39])=[O:38])[CH2:9]1)=[O:7])([CH3:4])([CH3:2])[CH3:3] |f:5.6|. Starting materials: C(C)(C)(C)OC(=O)N1C[C@@](CC1)(CCO)C1=CC(=C(C=C1)Cl)Cl ((S)-1-(t-butoxycarbonyl)-3-(3,4-dichlorophenyl)-3-(2-hydroxyethyl)pyrrolidine), CS(=O)(=O)Cl (methanesulfonyl chloride), CS(=O)(=O)Cl (methanesulfonyl chloride), C(C)(C)N(C(C)C)CC (N,N-diisopropylethylamine), ClCCl (dichloromethane). The reactants are OC(COC(c1ccccc1)(c1ccccc1)c1ccccc1)COC(c1ccccc1)(c1ccccc1)c1ccccc1, C1CCOC1, CC(C)OC(=O)N=NC(=O)OC(C)C, Oc1ccc(I)cc1, c1ccc(P(c2ccccc2)c2ccccc2)cc1. Yields the product Ic1ccc(OC(COC(c2ccccc2)(c2ccccc2)c2ccccc2)COC(c2ccccc2)(c2ccccc2)c2ccccc2)cc1. RXN SMILES: [C:1]([c:2]1[cH:3][cH:4][cH:5][cH:6][cH:7]1)([c:8]1[cH:9][cH:10][cH:11][cH:12][cH:13]1)([c:14]1[cH:15][cH:16][cH:17][cH:18][cH:19]1)[O:20][CH2:21][CH:22]([CH2:23][O:24][C:25]([c:26]1[cH:27][cH:28][cH:29][cH:30][cH:31]1)([c:32]1[cH:33][cH:34][cH:35][cH:36][cH:37]1)[c:38]1[cH:39][cH:40][cH:41][cH:42][cH:43]1)[OH:44].[CH2:86]1[O:87][CH2:88][CH2:89][CH2:90]1.[O:72]=[C:73]([O:74][CH:75]([CH3:76])[CH3:77])[N:78]=[N:79][C:80]([O:81][CH:82]([CH3:83])[CH3:84])=[O:85].[OH:45][c:46]1[cH:47][cH:48][c:49]([I:50])[cH:51][cH:52]1.[c:53]1([P:54]([c:55]2[cH:56][cH:57][cH:58][cH:59][cH:60]2)[c:61]2[cH:62][cH:63][cH:64][cH:65][cH:66]2)[cH:67][cH:68][cH:69][cH:70][cH:71]1>>[C:1]([c:2]1[cH:3][cH:4][cH:5][cH:6][cH:7]1)([c:8]1[cH:9][cH:10][cH:11][cH:12][cH:13]1)([c:14]1[cH:15][cH:16][cH:17][cH:18][cH:19]1)[O:20][CH2:21][CH:22]([CH2:23][O:24][C:25]([c:26]1[cH:27][cH:28][cH:29][cH:30][cH:31]1)([c:32]1[cH:33][cH:34][cH:35][cH:36][cH:37]1)[c:38]1[cH:39][cH:40][cH:41][cH:42][cH:43]1)[O:44][c:46]1[cH:47][cH:48][c:49]([I:50])[cH:51][cH:52]1. The reactants are O=C([O-])[O-], C1CC1, CCl, CN(C)C=O, CCn1ncc2c(NC3CCCCC3)c(C3=NOC4(CCNCC4)C3)cnc21, Cl, [K+], [K+], O. Yields the product CCn1ncc2c(NC3CCCCC3)c(C3=NOC4(CCN(CC5CC5)CC4)C3)cnc21. As a reaction SMILES: [C:30](=[O:31])([O-:32])[O-:33].[CH2:38]1[CH2:39][CH2:40]1.[CH3:36][Cl:37].[CH3:42][N:43]([CH3:44])[CH:45]=[O:46].[CH:2]1([NH:8][c:9]2[c:10]3[c:11]([n:12][cH:13][c:14]2[C:15]2=[N:16][O:17][C:18]4([CH2:19]2)[CH2:20][CH2:21][NH:22][CH2:23][CH2:24]4)[n:25]([CH2:28][CH3:29])[n:26][cH:27]3)[CH2:3][CH2:4][CH2:5][CH2:6][CH2:7]1.[ClH:1].[K+:34].[K+:35].[OH2:41]>>[CH:2]1([NH:8][c:9]2[c:10]3[c:11]([n:12][cH:13][c:14]2[C:15]2=[N:16][O:17][C:18]4([CH2:19]2)[CH2:20][CH2:21][N:22]([CH2:36][CH:38]2[CH2:39][CH2:40]2)[CH2:23][CH2:24]4)[n:25]([CH2:28][CH3:29])[n:26][cH:27]3)[CH2:3][CH2:4][CH2:5][CH2:6][CH2:7]1.